This data is from the Open Reaction Database (ORD), a public repository of structured organic reaction records. The task is: describe an organic reaction: reactants, conditions, products, and yield The product is FS(=O)(=O)[O-].O[C@H](C)[C@@H]1[C@@H]2N(C(=C([C@@H]2C)S[C@H]2C[C@H](NC2)C(NCC[N+](C)(C)C)=O)C(=O)O)C1=O ((1R,5S,6S)-6-[(1R)-1-Hydroxyethyl]-1-methyl-2-[(2S, 4S)-2-(2-trimethylammonioethylcarbamoyl)pyrrolidin-4-ylthio]-1-carbapen-2-em-3 -carboxylate fluorosulfonate). Reaction SMILES: [OH:1][C@@H:2]([C@H:4]1[C:52](=[O:53])[N:6]2[C:7]([C:39]([O:41]CC3C=CC([N+]([O-])=O)=CC=3)=[O:40])=[C:8]([S:11][C@@H:12]3[CH2:16][N:15](C(OCC4C=CC([N+]([O-])=O)=CC=4)=O)[C@H:14]([C:30](=[O:38])[NH:31][CH2:32][CH2:33][N+:34]([CH3:37])([CH3:36])[CH3:35])[CH2:13]3)[C@H:9]([CH3:10])[C@H:5]12)[CH3:3].[F:54][S:55]([O:58]C)(=[O:57])=[O:56]>C(Cl)Cl>[F:54][S:55]([O-:58])(=[O:57])=[O:56].[OH:1][C@@H:2]([C@H:4]1[C:52](=[O:53])[N:6]2[C:7]([C:39]([OH:41])=[O:40])=[C:8]([S:11][C@@H:12]3[CH2:16][NH:15][C@H:14]([C:30](=[O:38])[NH:31][CH2:32][CH2:33][N+:34]([CH3:37])([CH3:35])[CH3:36])[CH2:13]3)[C@H:9]([CH3:10])[C@H:5]12)[CH3:3] |f:3.4|. Procedure: 90 mg of 4-nitrobenzyl (1R,5S,6S)-6-[(1R)-1-hydroxyethyl]-1-methyl-2-[(2S,4S)-2-(2-trimethylammonioethylcarbamoyl)-1-(4-nitrobenzyloxycarbonyl)pyrrolidin-4-ylthio]-1-carbapen-2-em-3-carboxylate [prepared as described in step (2) above] were dissolved in 2 ml of anhydrous methylene chloride, and the solution was placed on an ice bath. Whilst the solution was still on the ice bath, 20 μl of methyl fluorosulfonate were added, and the resulting mixture was stirred for 30 minutes at room temperature.... Run at time 30 minute. The solvent is C(Cl)Cl (methylene chloride). Starting materials: ice, O[C@H](C)[C@@H]1[C@@H]2N(C(=C([C@@H]2C)S[C@H]2C[C@H](N(C2)C(=O)OCC2=CC=C(C=C2)[N+](=O)[O-])C(NCC[N+](C)(C)C)=O)C(=O)OCC2=CC=C(C=C2)[N+](=O)[O-])C1=O (4-nitrobenzyl (1R,5S,6S)-6-[(1R)-1-hydroxyethyl]-1-methyl-2-[(2S,4S)-2-(2-trimethylammonioethylcarbamoyl)-1-(4-nitrobenzyloxycarbonyl)pyrrolidin-4-ylthio]-1-carbapen-2-em-3-carboxylate), FS(=O)(=O)OC (methyl fluorosulfonate). RXN SMILES: [Cl:1][C:2]1[CH:3]=[C:4]([N:10]2[CH:18]([CH:19]3[CH2:23][CH2:22][CH2:21][CH2:20]3)[CH:17]3[C:12]([C:13]4[CH:27]=[CH:26][C:25]([C:28]([OH:30])=[O:29])=[CH:24][C:14]=4[CH2:15][CH2:16]3)=[N:11]2)[CH:5]=[CH:6][C:7]=1[C:8]#[N:9].[CH3:31][O:32][C:33]1[CH:34]=[CH:35][C:36]([CH2:39]O)=[CH:37][CH:38]=1>>[Cl:1][C:2]1[CH:3]=[C:4]([N:10]2[CH:18]([CH:19]3[CH2:20][CH2:21][CH2:22][CH2:23]3)[CH:17]3[C:12]([C:13]4[CH:27]=[CH:26][C:25]([C:28]([O:30][CH2:39][C:36]5[CH:35]=[CH:34][C:33]([O:32][CH3:31])=[CH:38][CH:37]=5)=[O:29])=[CH:24][C:14]=4[CH2:15][CH2:16]3)=[N:11]2)[CH:5]=[CH:6][C:7]=1[C:8]#[N:9]. Reported procedure: The title compound was prepared according to Method E from (±)-(3SR,3aRS)-2-(3-chloro-4-cyanophenyl)-3-cyclopentyl-3,3a,4,5-tetrahydro-2H-benzo[g]indazole-7-carboxylic acid, Example 15 and p-methoxybenzyl alcohol. Yellow solid, 194 mg. ES-MS m/z 540 (M+H). Yields the product ClC=1C=C(C=CC1C#N)N1N=C2C3=C(CCC2C1C1CCCC1)C=C(C=C3)C(=O)OCC3=CC=C(C=C3)OC ((±)-(3SR,3aRS)-4-methoxybenzyl 2-(3-chloro-4-cyanophenyl)-3-cyclopentyl-3,3a,4,5-tetrahydro-2H-benzo[g]indazole-7-carboxylate). Reactants: ClC=1C=C(C=CC1C#N)N1N=C2C3=C(CCC2C1C1CCCC1)C=C(C=C3)C(=O)O ((±)-(3SR,3aRS)-2-(3-chloro-4-cyanophenyl)-3-cyclopentyl-3,3a,4,5-tetrahydro-2H-benzo[g]indazole-7-carboxylic acid), COC=1C=CC(=CC1)CO (p-methoxybenzyl alcohol).